Task: describe an organic reaction: reactants, conditions, products, and yield. Dataset: the Open Reaction Database (ORD), a public repository of structured organic reaction records Reactants: CCO, COC(=O)C=C(C)C=CC(F)=C(C)C=Cc1c(C)sc(C)c1C, Cl, [Na+], [OH-], O. The product is CC(C=CC(F)=C(C)C=Cc1c(C)sc(C)c1C)=CC(=O)O. Reaction SMILES: [CH3:28][CH2:29][OH:30].[CH3:4][C:5](=[CH:6][C:7](=[O:8])[O:9][CH3:10])[CH:11]=[CH:12][C:13](=[C:14]([CH:15]=[CH:16][c:17]1[c:18]([CH3:24])[s:19][c:20]([CH3:23])[c:21]1[CH3:22])[CH3:25])[F:26].[ClH:27].[Na+:2].[OH-:1].[OH2:3]>>[CH3:4][C:5](=[CH:6][C:7](=[O:8])[OH:9])[CH:11]=[CH:12][C:13](=[C:14]([CH:15]=[CH:16][c:17]1[c:18]([CH3:24])[s:19][c:20]([CH3:23])[c:21]1[CH3:22])[CH3:25])[F:26].